This data is from the Open Reaction Database (ORD), a public repository of structured organic reaction records. The task is: describe an organic reaction: reactants, conditions, products, and yield The reactants are B, C1CCOC1, C1CCOC1, O, CC1=C(c2ccc(C(=O)N3Cc4cccn4Cc4ccccc43)cc2C)CCCC1=O. Yields the product CC1=C(c2ccc(C(=O)N3Cc4cccn4Cc4ccccc43)cc2C)CCCC1O. RXN SMILES: [BH3:37].[O:32]1[CH2:33][CH2:34][CH2:35][CH2:36]1.[O:38]1[CH2:39][CH2:40][CH2:41][CH2:42]1.[OH2:43].[cH:1]1[cH:2][cH:3][n:4]2[c:5]1[CH2:6][N:7]([C:15](=[O:16])[c:17]1[cH:18][c:19]([CH3:31])[c:20]([C:23]3=[C:24]([CH3:30])[C:25](=[O:29])[CH2:26][CH2:27][CH2:28]3)[cH:21][cH:22]1)[c:8]1[c:9]([cH:11][cH:12][cH:13][cH:14]1)[CH2:10]2>>[cH:1]1[cH:2][cH:3][n:4]2[c:5]1[CH2:6][N:7]([C:15](=[O:16])[c:17]1[cH:18][c:19]([CH3:31])[c:20]([C:23]3=[C:24]([CH3:30])[CH:25]([OH:29])[CH2:26][CH2:27][CH2:28]3)[cH:21][cH:22]1)[c:8]1[c:9]([cH:11][cH:12][cH:13][cH:14]1)[CH2:10]2.